Dataset: the Open Reaction Database (ORD), a public repository of structured organic reaction records. Task: describe an organic reaction: reactants, conditions, products, and yield Reactants: CC1OC(C(C1O)O)C (2,5-dimethyl-3,4-dihydroxy-tetrahydrofuran), [OH-].[Na+] (NaOH). The reagents and catalysts are [Ag] (silver), [Ag] (silver). The solvent is O (water), O (water). Reaction conditions: temperature 20 celsius. Yields the product CC1OC(C(C1=O)O)C (2,5-dimethyl-4-hydroxy-tetrahydrofuran-3-one). Reaction SMILES: [CH3:1][CH:2]1[CH:6]([OH:7])[CH:5]([OH:8])[CH:4]([CH3:9])[O:3]1.[OH-].[Na+]>[Ag].O>[CH3:1][CH:2]1[C:6](=[O:7])[CH:5]([OH:8])[CH:4]([CH3:9])[O:3]1 |f:1.2|. Reported procedure: A vertical tubular reactor of 2 cm internal diameter, at the top of which 28 g of silver crystals (8 g of particles with diameters from 0.75 to 1 mm, 14 g of particles with diameters of from 0.4 to 0.75 mm and 6 g of particles with diameters of from 0.2 to 0.4 mm) were arranged, as a 2 cm thick bed, above a silver gauze screen, was fed, per hour, with a gaseous mixture, at 175° C., of 18.7 liters of 2,5-dimethyl-3,4-dihydroxy-tetrahydrofuran (=110 g), 72 liters of air and 100 liters of nitrogen....